Dataset: the Open Reaction Database (ORD), a public repository of structured organic reaction records. Task: describe an organic reaction: reactants, conditions, products, and yield Reactants: BrC=1N=C(SC1)[Si](C)(C)C (4-bromo-2-(trimethylsilyl)thiazole), C(C)(C)[Mg]Cl (isopropylmagnesium chloride), FC1=CC=C(C=C1)N1N=CC2=C1C=C1CCN(C[C@]1(C2)C(=O)OC)C(=O)OC(C)(C)C ((R)-6-tert-butyl 4a-methyl 1-(4-fluorophenyl)-4a,5,7,8-tetrahydro-1H-pyrazolo[3,4-g]isoquinoline-4a,6(4H)-dicarboxylate), ice water, Cl (HCl). The solvent is C(C)#N (acetonitrile), CCOCC (ether), C(C)(=O)OCC (ethyl acetate), CCOCC (ether), CCOCC.O1CCCC1 (ether tetrahydrofuran). Conditions: temperature 0 celsius, time 1 hour. Product: FC1=CC=C(C=C1)N1N=CC2=C1C=C1CCN(C[C@]1(C2)C(=O)C=2N=CSC2)C(=O)OC(C)(C)C ((R)-tert-butyl 1-(4-fluorophenyl)-4a-(thiazole-4-carbonyl)-4a,5,7,8-tetrahydro-1H-pyrazolo[3,4-g]isoquinoline-6(4H)-carboxylate). Yield: 42.3%. RXN SMILES: C([Mg]Cl)(C)C.Br[C:7]1[N:8]=[C:9]([Si](C)(C)C)[S:10][CH:11]=1.[F:16][C:17]1[CH:22]=[CH:21][C:20]([N:23]2[C:27]3[CH:28]=[C:29]4[C@:34]([C:36](OC)=[O:37])([CH2:35][C:26]=3[CH:25]=[N:24]2)[CH2:33][N:32]([C:40]([O:42][C:43]([CH3:46])([CH3:45])[CH3:44])=[O:41])[CH2:31][CH2:30]4)=[CH:19][CH:18]=1.Cl>CCOCC.CCOCC.O1CCCC1.C(#N)C.C(OCC)(=O)C>[F:16][C:17]1[CH:22]=[CH:21][C:20]([N:23]2[C:27]3[CH:28]=[C:29]4[C@:34]([C:36]([C:7]5[N:8]=[CH:9][S:10][CH:11]=5)=[O:37])([CH2:35][C:26]=3[CH:25]=[N:24]2)[CH2:33][N:32]([C:40]([O:42][C:43]([CH3:46])([CH3:45])[CH3:44])=[O:41])[CH2:31][CH2:30]4)=[CH:19][CH:18]=1 |f:5.6|. Reported procedure: A suspension of isopropylmagnesium chloride (2M in tetrahydrofuran, 1.755 ml, 3.51 mmol) in dry ether (4.5 mL) at 0° C. was treated dropwise with a solution of 4-bromo-2-(trimethylsilyl)thiazole (0.829 g, 3.51 mmol) in dry ether (2.5 mL) and the resulting suspension stirred at 0° C. for 1 hour. The suspension was then treated dropwise with a solution of (R)-6-tert-butyl 4a-methyl 1-(4-fluorophenyl)-4a,5,7,8-tetrahydro-1H-pyrazolo[3,4-g]isoquinoline-4a,6(4H)-dicarboxylate (0.5 g, 1.17 mmol) in dr... Starting materials: O=C([O-])[O-], CN1CCNCC1, CC#N, COc1cc2c(nc1OC)c(-c1cc3c(Cl)c(F)cnc3n1S(=O)(=O)c1ccc(C)cc1)cn2CCCN1CCN(C)CC1, COc1cc2c(nc1OC)c(-c1cc3c(Cl)c(F)cnc3n1S(=O)(=O)c1ccc(C)cc1)cn2CC(C)I, [K+], [K+]. The product is COc1cc2c(nc1OC)c(-c1cc3c(Cl)c(F)cnc3n1S(=O)(=O)c1ccc(C)cc1)cn2CCCN1CCOCC1. Reaction SMILES: [C:83](=[O:84])([O-:85])[O-:86].[CH3:89][N:90]1[CH2:91][CH2:92][NH:93][CH2:94][CH2:95]1.[CH3:96][C:97]#[N:98].[Cl:1][c:2]1[c:3]2[c:4]([n:5][cH:6][c:7]1[F:8])[n:9]([S:35](=[O:36])(=[O:37])[c:38]1[cH:39][cH:40][c:41]([CH3:44])[cH:42][cH:43]1)[c:10](-[c:12]1[cH:13][n:14]([CH2:25][CH2:26][CH2:27][N:28]3[CH2:29][CH2:30][N:31]([CH3:34])[CH2:32][CH2:33]3)[c:15]3[c:16]1[n:17][c:18]([O:23][CH3:24])[c:19]([O:21][CH3:22])[cH:20]3)[cH:11]2.[Cl:45][c:46]1[c:47]([F:48])[cH:49][n:50][c:51]2[n:52]([S:53]([c:54]3[cH:55][cH:56][c:57]([CH3:58])[cH:59][cH:60]3)(=[O:61])=[O:62])[c:63](-[c:64]3[c:66]4[n:67][c:68]([O:69][CH3:70])[c:71]([O:65][CH3:72])[cH:73][c:74]4[n:75]([CH2:76][CH:77]([I:78])[CH3:79])[cH:80]3)[cH:81][c:82]12.[K+:87].[K+:88]>>[Cl:1][c:2]1[c:3]2[c:4]([n:5][cH:6][c:7]1[F:8])[n:9]([S:35](=[O:36])(=[O:37])[c:38]1[cH:39][cH:40][c:41]([CH3:44])[cH:42][cH:43]1)[c:10](-[c:12]1[cH:13][n:14]([CH2:25][CH2:26][CH2:27][N:28]3[CH2:29][CH2:30][O:65][CH2:32][CH2:33]3)[c:15]3[c:16]1[n:17][c:18]([O:23][CH3:24])[c:19]([O:21][CH3:22])[cH:20]3)[cH:11]2. The reactants are [Br-], CCc1sc(-c2ccc(C(F)(F)F)cc2)cc1C=O, [Mg+]C1CCCCC1, [Cl-], [NH4+], C1CCOC1, C1CCOC1. Yields the product CCc1sc(-c2ccc(C(F)(F)F)cc2)cc1C(O)C1CCCCC1. RXN SMILES: [Br-:25].[CH2:1]([CH3:2])[c:3]1[s:4][c:5](-[c:10]2[cH:11][cH:12][c:13]([C:16]([F:17])([F:18])[F:19])[cH:14][cH:15]2)[cH:6][c:7]1[CH:8]=[O:9].[CH:26]1([Mg+:32])[CH2:27][CH2:28][CH2:29][CH2:30][CH2:31]1.[Cl-:33].[NH4+:34].[O:20]1[CH2:21][CH2:22][CH2:23][CH2:24]1.[O:35]1[CH2:36][CH2:37][CH2:38][CH2:39]1>>[CH2:1]([CH3:2])[c:3]1[s:4][c:5](-[c:10]2[cH:11][cH:12][c:13]([C:16]([F:17])([F:18])[F:19])[cH:14][cH:15]2)[cH:6][c:7]1[CH:8]([OH:9])[CH:26]1[CH2:27][CH2:28][CH2:29][CH2:30][CH2:31]1. Procedure details: Reaction of 2-amino-5-bromo-N-pyridin-4-yl-nicotinamide with 4-ethoxycarbonyl-phenylboronic acid gives “A71”; method 1: HPLC/MS: 1.46 min, [M+H]=363; RXN SMILES: [NH2:1][C:2]1[N:16]=[CH:15][C:14](Br)=[CH:13][C:3]=1[C:4]([NH:6][C:7]1[CH:12]=[CH:11][N:10]=[CH:9][CH:8]=1)=[O:5].[CH2:18]([O:20][C:21]([C:23]1[CH:28]=[CH:27][C:26](B(O)O)=[CH:25][CH:24]=1)=[O:22])[CH3:19]>>[CH2:18]([O:20][C:21](=[O:22])[C:23]1[CH:28]=[CH:27][C:26]([C:14]2[CH:15]=[N:16][C:2]([NH2:1])=[C:3]([C:4](=[O:5])[NH:6][C:7]3[CH:12]=[CH:11][N:10]=[CH:9][CH:8]=3)[CH:13]=2)=[CH:25][CH:24]=1)[CH3:19]. Starting materials: NC1=C(C(=O)NC2=CC=NC=C2)C=C(C=N1)Br (2-amino-5-bromo-N-pyridin-4-yl-nicotinamide), C(C)OC(=O)C1=CC=C(C=C1)B(O)O (4-ethoxycarbonyl-phenylboronic acid). The product is C(C)OC(C1=CC=C(C=C1)C=1C=NC(=C(C1)C(NC1=CC=NC=C1)=O)N)=O (4-[6-Amino-5-(pyridin-4-ylcarbamoyl)-pyridin-3-yl]-benzoic acid ethyl ester). The reactants are Cl (hydrochloric acid), NCC1CC2=C3C=CC(NC3=C(C=C2O1)C)=O (2-aminomethyl-5-methyl-1,2-dihydrofuro-[3,2-f]quinoline-7-one), [H][H] (hydrogen). The reagents and catalysts are [Pd] (palladium-on-carbon). Run in O (water). Product: NCC1CC2=C3CCC(NC3=C(C=C2O1)C)=O (2-Aminomethyl-5-methyl-1,2,8,9-tetrahydrofuro-[3,2-f]quinoline-7-one). The yield is 63.6%. Reaction SMILES: Cl.[NH2:2][CH2:3][CH:4]1[O:16][C:15]2[C:6](=[C:7]3[C:12](=[C:13]([CH3:17])[CH:14]=2)[NH:11][C:10](=[O:18])[CH:9]=[CH:8]3)[CH2:5]1.[H][H]>O.[Pd]>[NH2:2][CH2:3][CH:4]1[O:16][C:15]2[C:6](=[C:7]3[C:12](=[C:13]([CH3:17])[CH:14]=2)[NH:11][C:10](=[O:18])[CH2:9][CH2:8]3)[CH2:5]1. Reported procedure: A hydrochloric acid salt of 2-aminomethyl-5-methyl-1,2-dihydrofuro-[3,2-f]quinoline-7-one (1.0 g) was dissolved in water (50 ml). To the solution, 10% palladium-on-carbon (1 g) was added, followed by stirring at 80° C. for 1.5 hours in the atmosphere of hydrogen. After the catalyst was removed by filtration, the mixture was condensed. The resultant residue was recrystallized from methanol--ether to obtain 642 mg of a hydrochloric acid salt of 2-aminomethyl-5-methyl-1,2,8,9-tetrahydrofuro-[3,2-f]...